Task: describe an organic reaction: reactants, conditions, products, and yield. Dataset: the Open Reaction Database (ORD), a public repository of structured organic reaction records Reactants: ClC1=CC(=NC(=C1)C)C#N (4-chloro-6-methylpicolinonitrile), OC=1C=NC=NC1 (5-hydroxypyrimidine), C(=O)([O-])[O-].[K+].[K+] (K2CO3). The solvent is CN(C)C=O (DMF). Conditions: temperature 80 celsius. The product is CC1=CC(=CC(=N1)C#N)OC=1C=NC=NC1 (6-methyl-4-(pyrimidin-5-yloxy)picolinonitrile). Isolated yield 78.1%. RXN SMILES: Cl[C:2]1[CH:7]=[C:6]([CH3:8])[N:5]=[C:4]([C:9]#[N:10])[CH:3]=1.[OH:11][C:12]1[CH:13]=[N:14][CH:15]=[N:16][CH:17]=1.C([O-])([O-])=O.[K+].[K+]>CN(C=O)C>[CH3:8][C:6]1[N:5]=[C:4]([C:9]#[N:10])[CH:3]=[C:2]([O:11][C:12]2[CH:13]=[N:14][CH:15]=[N:16][CH:17]=2)[CH:7]=1 |f:2.3.4|. Reported procedure: 4-chloro-6-methylpicolinonitrile (4.0 g, 26 mmol, 1.0 eq), 5-hydroxypyrimidine (5.56 g, 57.9 mmol, 2.20 eq), K2CO3 (7.24 mg, 52.4 mmol, 2.0 eq) and DMF (66 mL) were added to a reaction vessel and heated at 80° C. for 16 hours. The reaction was filtered and concentrated on silica gel (25 g). The silica gel was loaded on top of a fresh bed of silica gel and washed with 50% ethyl acetate/hexane. The solvents were removed in vacuo and the crude solid was purified by flash chromatography on silica ge... Starting materials: B, COc1cc2nccc(Oc3ccc(OCC(=O)Nc4cccc(C)c4)cc3)c2cc1OC, Cl, [Na+], C1CCOC1, C1CCOC1, [OH-]. The product is COc1cc2nccc(Oc3ccc(OCCNc4cccc(C)c4)cc3)c2cc1OC. Reaction SMILES: [BH3:39].[CH3:1][c:2]1[cH:3][c:4]([NH:8][C:9]([CH2:10][O:11][c:12]2[cH:13][cH:14][c:15]([O:18][c:19]3[cH:20][cH:21][n:22][c:23]4[cH:24][c:25]([O:31][CH3:32])[c:26]([O:29][CH3:30])[cH:27][c:28]34)[cH:16][cH:17]2)=[O:33])[cH:5][cH:6][cH:7]1.[ClH:40].[Na+:42].[O:34]1[CH2:35][CH2:36][CH2:37][CH2:38]1.[O:43]1[CH2:44][CH2:45][CH2:46][CH2:47]1.[OH-:41]>>[CH3:1][c:2]1[cH:3][c:4]([NH:8][CH2:9][CH2:10][O:11][c:12]2[cH:13][cH:14][c:15]([O:18][c:19]3[cH:20][cH:21][n:22][c:23]4[cH:24][c:25]([O:31][CH3:32])[c:26]([O:29][CH3:30])[cH:27][c:28]34)[cH:16][cH:17]2)[cH:5][cH:6][cH:7]1. The reactants are FC1(CCN(CC1)C(=O)C=1NC2=CC=C(C=C2C1)OC1CCN(CC1)C(C)C)F ((4,4-Difluoro-piperidin-1-yl)-[5-(1-isopropyl-piperidin-4-yloxy)-1H-indol-2-yl]-methanone), FC1(CCN(CC1)C(=O)C=1NC2=CC=C(C=C2C1)OC1CCN(CC1)C(C)C)F ((4,4-Difluoro-piperidin-1-yl)-[5-(1-isopropyl-piperidin-4-yloxy)-1H-indol-2-yl]-methanone), ClC1=NC=CC(=C1)B(O)O (2-chloropyridine-4-boronic acid). Product: ClC1=NC=CC(=C1)N1C(=CC2=CC(=CC=C12)OC1CCN(CC1)C(C)C)C(=O)N1CCC(CC1)(F)F ([1-(2-Chloro-pyridin-4-yl)-5-(1-isopropyl-piperidin-4-yloxy)-1H-indol-2-yl]-(4,4-difluoro-piperidin-1-yl)-methanone). Reaction SMILES: [F:1][C:2]1([F:29])[CH2:7][CH2:6][N:5]([C:8]([C:10]2[NH:11][C:12]3[C:17]([CH:18]=2)=[CH:16][C:15]([O:19][CH:20]2[CH2:25][CH2:24][N:23]([CH:26]([CH3:28])[CH3:27])[CH2:22][CH2:21]2)=[CH:14][CH:13]=3)=[O:9])[CH2:4][CH2:3]1.[Cl:30][C:31]1[CH:36]=[C:35](B(O)O)[CH:34]=[CH:33][N:32]=1>>[Cl:30][C:31]1[CH:36]=[C:35]([N:11]2[C:12]3[C:17](=[CH:16][C:15]([O:19][CH:20]4[CH2:25][CH2:24][N:23]([CH:26]([CH3:27])[CH3:28])[CH2:22][CH2:21]4)=[CH:14][CH:13]=3)[CH:18]=[C:10]2[C:8]([N:5]2[CH2:6][CH2:7][C:2]([F:1])([F:29])[CH2:3][CH2:4]2)=[O:9])[CH:34]=[CH:33][N:32]=1. Procedure details: In analogy to the procedure described for the synthesis of example 6, the title compound was synthesized from (4,4-difluoro-piperidin-1-yl)-[5-(1-isopropyl-piperidin-4-yloxy)-1H-indol-2-yl]-methanone (intermediate 1) and 2-chloropyridine-4-boronic acid. The title compound was obtained in 10% yield as light yellow foam. MS (m/e): 517.2 (MH+, 100%). Procedure details: 22.0 g 4-(2-Acetylamino-ethyl)-benzenesulfonyl chloride, 12.0 g 5-isopropyl-[1,3,4]thiadiazol-2-yl-amine and 1.0 g 4-dimethylaminopyridine were dissolved in 300 ml pyridine and stirred at 60° C. for thirty minutes. The pyridine was removed in vacuo and the residue coevaporated three times with portions of 100 ml toluene. The residue was purified by chromatography on silica gel with the eluents dichloromethane:methanol=95:5 to obtain 16.8 g N-{2-[4-(5-Isopropyl-[1,3,4]thiadiazol-2-ylsulfamoyl)-ph... The reactants are C(C)(=O)NCCC1=CC=C(C=C1)S(=O)(=O)Cl (4-(2-Acetylamino-ethyl)-benzenesulfonyl chloride), C(C)(C)C1=NN=C(S1)N (5-isopropyl-[1,3,4]thiadiazol-2-yl-amine). The product is C(C)(C)C1=NN=C(S1)NS(=O)(=O)C1=CC=C(C=C1)CCNC(C)=O (N-{2-[4-(5-Isopropyl-[1,3,4]thiadiazol-2-ylsulfamoyl)-phenyl]-ethyl}-acetamide). As a reaction SMILES: [C:1]([NH:4][CH2:5][CH2:6][C:7]1[CH:12]=[CH:11][C:10]([S:13](Cl)(=[O:15])=[O:14])=[CH:9][CH:8]=1)(=[O:3])[CH3:2].[CH:17]([C:20]1[S:24][C:23]([NH2:25])=[N:22][N:21]=1)([CH3:19])[CH3:18]>CN(C)C1C=CN=CC=1.N1C=CC=CC=1>[CH:17]([C:20]1[S:24][C:23]([NH:25][S:13]([C:10]2[CH:11]=[CH:12][C:7]([CH2:6][CH2:5][NH:4][C:1](=[O:3])[CH3:2])=[CH:8][CH:9]=2)(=[O:15])=[O:14])=[N:22][N:21]=1)([CH3:19])[CH3:18]. Conditions: temperature 60 celsius. Yield: 54.4%. The solvent is N1=CC=CC=C1 (pyridine). The reagents and catalysts are CN(C1=CC=NC=C1)C (4-dimethylaminopyridine). Reactants: CO (methanol), C(C1=CC=CC=C1)O[C@H]1[C@](O[C@@H]([C@H]([C@@H]1OCC1=CC=CC=C1)OC(C)=O)COCC1=CC=CC=C1)(OC[C@@H]1[C@H]([C@@H]([C@H]([C@@H](OC)O1)OCC1=CC=CC=C1)OCC1=CC=CC=C1)OCC1=CC=CC=C1)C (Methyl 6-O-(2,3,6-tri-O-benzyl-4-deoxy-4-acetyloxy-methyl-α-D-glucopyranosyl) -2,3,4-tri-O-benzyl-α-D-glucopyranoside), C[O-].[Na+] (sodium methoxide). The solvent is C1(=CC=CC=C1)C (toluene). Reaction conditions: time 2 hour. Yields the product C(C1=CC=CC=C1)O[C@H]1[C@H](O[C@@H]([C@H]([C@@H]1OCC1=CC=CC=C1)CO)COCC1=CC=CC=C1)OC[C@@H]1[C@H]([C@@H]([C@H]([C@@H](OC)O1)OCC1=CC=CC=C1)OCC1=CC=CC=C1)OCC1=CC=CC=C1 (methyl 6-O-(2,3,6-tri-O-benzyl-4-deoxy-4-hydroxymethyl -α-D-glucopyranosyl)-2,3,4-tri-O-benzyl-α-D-glucopyranoside). Isolated yield 100.0%. As a reaction SMILES: [CH2:1]([O:8][C@@H:9]1[C@@H:14]([O:15][CH2:16][C:17]2[CH:22]=[CH:21][CH:20]=[CH:19][CH:18]=2)[C@H:13](OC(=O)C)[C@@H:12]([CH2:27][O:28][CH2:29][C:30]2[CH:35]=[CH:34][CH:33]=[CH:32][CH:31]=2)[O:11][C@:10]1(C)[O:36][CH2:37][C@H:38]1[O:45][C@H:42]([O:43][CH3:44])[C@H:41]([O:46][CH2:47][C:48]2[CH:53]=[CH:52][CH:51]=[CH:50][CH:49]=2)[C@@H:40]([O:54][CH2:55][C:56]2[CH:61]=[CH:60][CH:59]=[CH:58][CH:57]=2)[C@@H:39]1[O:62][CH2:63][C:64]1[CH:69]=[CH:68][CH:67]=[CH:66][CH:65]=1)[C:2]1[CH:7]=[CH:6][CH:5]=[CH:4][CH:3]=1.[CH3:71][OH:72].C[O-].[Na+]>C1(C)C=CC=CC=1>[CH2:1]([O:8][C@@H:9]1[C@@H:14]([O:15][CH2:16][C:17]2[CH:18]=[CH:19][CH:20]=[CH:21][CH:22]=2)[C@H:13]([CH2:71][OH:72])[C@@H:12]([CH2:27][O:28][CH2:29][C:30]2[CH:31]=[CH:32][CH:33]=[CH:34][CH:35]=2)[O:11][C@@H:10]1[O:36][CH2:37][C@H:38]1[O:45][C@H:42]([O:43][CH3:44])[C@H:41]([O:46][CH2:47][C:48]2[CH:49]=[CH:50][CH:51]=[CH:52][CH:53]=2)[C@@H:40]([O:54][CH2:55][C:56]2[CH:61]=[CH:60][CH:59]=[CH:58][CH:57]=2)[C@@H:39]1[O:62][CH2:63][C:64]1[CH:65]=[CH:66][CH:67]=[CH:68][CH:69]=1)[C:2]1[CH:7]=[CH:6][CH:5]=[CH:4][CH:3]=1 |f:2.3|. Procedure details: Methyl 6-O-(2,3,6-tri-O-benzyl-4-deoxy-4-acetyloxy-methyl-α-D-glucopyranosyl) -2,3,4-tri-O-benzyl-α-D-glucopyranoside (2.469 g, 2.593 mmol) was dissolved in hot toluene (20 mL) and methanol (80 mL) was added, followed by a few drops of 1M. methanolic sodium methoxide. The mixture was stirred at room temperature during 2 h. The reaction mixture was made neutral with Amberlite IR 120 (H+) resin, filtered and concentrated under reduced pressure to afford methyl 6-O-(2,3,6-tri-O-benzyl-4-deoxy-4-hyd... Reactants: C(CCC)[Li] (n-butyllithium), CN(C=O)C (N,N-dimethylformamide), C(CCC)[Mg]Cl (n-Butylmagnesium chloride), resultant mixture, BrC1=CC(=CC=C1)Br (1,3-dibromobenzene). Run in C(C)(=O)O (acetic acid), CCCCCC (hexane), O1CCCC1 (tetrahydrofuran), C1(=CC=CC=C1)C (toluene). Run at temperature 0 celsius, time 15 minute. Yields the product BrC=1C=C(C=O)C=CC1 (3-bromobenzaldehyde). The yield is 78.2%. RXN SMILES: C([Mg]Cl)CCC.C([Li])CCC.Br[C:13]1[CH:18]=[CH:17][CH:16]=[C:15]([Br:19])[CH:14]=1.CN(C)[CH:22]=[O:23]>O1CCCC1.CCCCCC.C(O)(=O)C.C1(C)C=CC=CC=1>[Br:19][C:15]1[CH:14]=[C:13]([CH:18]=[CH:17][CH:16]=1)[CH:22]=[O:23]. Procedure details: n-Butylmagnesium chloride (4.00 mmol) in 2.00M tetrahydrofuran solution (2.00 mL) was added to ice-cooled n-butyllithium (8.06 mmol) in 1.55M hexane (5.20 mL). The mixture was stirred at 0° C. for 15 minutes to give a suspension. To the suspension was added dropwise a toluene solution (25 mL) containing 1,3-dibromobenzene (2.36 g, 10.0 mmol), while keeping the temperature below 5° C., over a period of 15 minutes, thereby to give a suspension. The suspension was stirred at 0° C. for 5 hours, and ...